This data is from the Open Reaction Database (ORD), a public repository of structured organic reaction records. The task is: describe an organic reaction: reactants, conditions, products, and yield Procedure: 580 mg 4-[2-(4-Methoxy-phenyl)-oxazol-4-ylmethoxy]-benzenesulfonyl chloride were added to a stirred solution of 275 mg 5-isopropyl-[1,3,4]thiadiazol-2-ylamine in 35 ml pyridine. 18 mg 4-Dimethylaminopyridine were added. The reaction mixture was stirred at room temperature overnight. The pyridine was removed in vacuo and the residue coevaporated with 15 ml toluene. The residue was purified by RP-HPLC to obtain 19 mg N-(5-Isopropyl-[1,3,4]thiadiazol-2-yl)-4-[2-(4-methoxy-phenyl)-oxazol-4-ylmethoxy... Solvent: N1=CC=CC=C1 (pyridine). The reagents and catalysts are CN(C1=CC=NC=C1)C (4-Dimethylaminopyridine). Yields the product C(C)(C)C1=NN=C(S1)NS(=O)(=O)C1=CC=C(C=C1)OCC=1N=C(OC1)C1=CC=C(C=C1)OC (N-(5-Isopropyl-[1,3,4]thiadiazol-2-yl)-4-[2-(4-methoxy-phenyl)-oxazol-4-ylmethoxy]-benzenesulfonamide). Yield: 2.6%. As a reaction SMILES: [CH3:1][O:2][C:3]1[CH:8]=[CH:7][C:6]([C:9]2[O:10][CH:11]=[C:12]([CH2:14][O:15][C:16]3[CH:21]=[CH:20][C:19]([S:22](Cl)(=[O:24])=[O:23])=[CH:18][CH:17]=3)[N:13]=2)=[CH:5][CH:4]=1.[CH:26]([C:29]1[S:33][C:32]([NH2:34])=[N:31][N:30]=1)([CH3:28])[CH3:27]>N1C=CC=CC=1.CN(C)C1C=CN=CC=1>[CH:26]([C:29]1[S:33][C:32]([NH:34][S:22]([C:19]2[CH:20]=[CH:21][C:16]([O:15][CH2:14][C:12]3[N:13]=[C:9]([C:6]4[CH:7]=[CH:8][C:3]([O:2][CH3:1])=[CH:4][CH:5]=4)[O:10][CH:11]=3)=[CH:17][CH:18]=2)(=[O:24])=[O:23])=[N:31][N:30]=1)([CH3:28])[CH3:27]. Starting materials: COC1=CC=C(C=C1)C=1OC=C(N1)COC1=CC=C(C=C1)S(=O)(=O)Cl (4-[2-(4-Methoxy-phenyl)-oxazol-4-ylmethoxy]-benzenesulfonyl chloride), C(C)(C)C1=NN=C(S1)N (5-isopropyl-[1,3,4]thiadiazol-2-ylamine). Reaction conditions: time 8 hour. The reactants are FC=1C=C(C=C(C1)C1=CN(C=2N=CN=C(C21)N[C@@H](C)C2=NN1C(C(N2C2=CC=CC=C2)=O)=C(C=C1)C)COCC[Si](C)(C)C)NS(=O)(=O)CCOC ((S)—N-(3-Fluoro-5-(4-((1-(5-methyl-4-oxo-3-phenyl-3,4-dihydropyrrolo[2,1-f][1,2,4]triazin-2-yl)ethyl)amino)-7-((2-(trimethylsilyl)ethoxy)methyl)-7H-pyrrolo[2,3-d]pyrimidin-5-yl)phenyl)-2-methoxyethanesulfonamide), FC(C(=O)O)(F)F (trifluoroacetic acid), N (ammonia). Yields the product FC=1C=C(C=C(C1)C1=CNC=2N=CN=C(C21)N[C@@H](C)C2=NN1C(C(N2C2=CC=CC=C2)=O)=C(C=C1)C)NS(=O)(=O)CCOC ((S)—N-(3-Fluoro-5-(4-((1-(5-methyl-4-oxo-3-phenyl-3,4-dihydropyrrolo[2,1-f][1,2,4]triazin-2-yl)ethyl)amino)-7H-pyrrolo[2,3-d]pyrimidin-5-yl)phenyl)-2-methoxyethanesulfonamide). Isolated yield 75.7%. Reaction SMILES: [F:1][C:2]1[CH:3]=[C:4]([NH:45][S:46]([CH2:49][CH2:50][O:51][CH3:52])(=[O:48])=[O:47])[CH:5]=[C:6]([C:8]2[C:16]3[C:15]([NH:17][C@H:18]([C:20]4[N:25]([C:26]5[CH:31]=[CH:30][CH:29]=[CH:28][CH:27]=5)[C:24](=[O:32])[C:23]5=[C:33]([CH3:36])[CH:34]=[CH:35][N:22]5[N:21]=4)[CH3:19])=[N:14][CH:13]=[N:12][C:11]=3[N:10](COCC[Si](C)(C)C)[CH:9]=2)[CH:7]=1.FC(F)(F)C(O)=O.N>>[F:1][C:2]1[CH:3]=[C:4]([NH:45][S:46]([CH2:49][CH2:50][O:51][CH3:52])(=[O:47])=[O:48])[CH:5]=[C:6]([C:8]2[C:16]3[C:15]([NH:17][C@H:18]([C:20]4[N:25]([C:26]5[CH:27]=[CH:28][CH:29]=[CH:30][CH:31]=5)[C:24](=[O:32])[C:23]5=[C:33]([CH3:36])[CH:34]=[CH:35][N:22]5[N:21]=4)[CH3:19])=[N:14][CH:13]=[N:12][C:11]=3[NH:10][CH:9]=2)[CH:7]=1. Reported procedure: (S)—N-(3-Fluoro-5-(4-((1-(5-methyl-4-oxo-3-phenyl-3,4-dihydropyrrolo[2,1-f][1,2,4]triazin-2-yl)ethyl)amino)-7-((2-(trimethylsilyl)ethoxy)methyl)-7H-pyrrolo[2,3-d]pyrimidin-5-yl)phenyl)-2-methoxyethanesulfonamide (30 mg, 0.03 mmol, 78% purity) was treated with trifluoroacetic acid (600 μl, 7.79 mmol) and a solution of ammonia (7N in methanol, 600 μl, 4.20 mmol) according to the method described in Example 27. The residue was purified using SP1® Purification System (0% to 15% dichloromethane-2-pro... Reactants: FC1=CC=C(C=C1)[N+](=O)[O-] (4-fluoronitrobenzene), C1(=CC=CC=C1)C1CCNCC1 (4-phenylpiperidine), C([O-])([O-])=O.[K+].[K+] (potassium carbonate), [Al] (aluminum), EtOAc hexanes. Run in CS(=O)C (DMSO), O (water). Run at temperature 190 celsius, time 5 minute. The product is [N+](=O)([O-])C1=CC=C(C=C1)N1CCC(CC1)C1=CC=CC=C1 (1-(4-nitrophenyl)-4-phenylpiperidine). Yield: 86.3%. As a reaction SMILES: F[C:2]1[CH:7]=[CH:6][C:5]([N+:8]([O-:10])=[O:9])=[CH:4][CH:3]=1.[C:11]1([CH:17]2[CH2:22][CH2:21][NH:20][CH2:19][CH2:18]2)[CH:16]=[CH:15][CH:14]=[CH:13][CH:12]=1.C(=O)([O-])[O-].[K+].[K+].[Al]>O.CS(C)=O>[N+:8]([C:5]1[CH:6]=[CH:7][C:2]([N:20]2[CH2:21][CH2:22][CH:17]([C:11]3[CH:16]=[CH:15][CH:14]=[CH:13][CH:12]=3)[CH2:18][CH2:19]2)=[CH:3][CH:4]=1)([O-:10])=[O:9] |f:2.3.4|. Procedure: An oven-dried 20 mL microwave tube was charged with 4-fluoronitrobenzene (0.752 mL, 7.02 mmol), 4-phenylpiperidine (1.166 g, 7.02 mmol), and potassium carbonate (0.970 g, 7.02 mmol) under nitrogen, anhydrous DMSO (7 mL) was added, the tube was sealed with an aluminum crimp cap, and heated in a microwave reactor (Personal Chemistry, 300 W, 2.4 bar) at 190° C. for 10 minutes. TLC (SiO2, 5% EtOAc/hexanes) showed complete reaction. The reaction was poured into water (50 mL), stirred for 5 minutes, a... The reactants are COC(=O)c1ccc(Sc2nc(Nc3cc(C)n[nH]3)cc(N3CCC3)n2)cc1, CO, [Na+], C1CCOC1, [OH-]. Reaction SMILES: [CH3:1][O:2][C:3]([c:4]1[cH:5][cH:6][c:7]([S:10][c:11]2[n:12][c:13]([NH:21][c:22]3[nH:23][n:24][c:25]([CH3:27])[cH:26]3)[cH:14][c:15]([N:17]3[CH2:18][CH2:19][CH2:20]3)[n:16]2)[cH:8][cH:9]1)=[O:28].[CH3:36][OH:37].[Na+:30].[O:31]1[CH2:32][CH2:33][CH2:34][CH2:35]1.[OH-:29]>>[O:2]=[C:3]([c:4]1[cH:5][cH:6][c:7]([S:10][c:11]2[n:12][c:13]([NH:21][c:22]3[nH:23][n:24][c:25]([CH3:27])[cH:26]3)[cH:14][c:15]([N:17]3[CH2:18][CH2:19][CH2:20]3)[n:16]2)[cH:8][cH:9]1)[OH:28]. Yields the product Cc1cc(Nc2cc(N3CCC3)nc(Sc3ccc(C(=O)O)cc3)n2)[nH]n1. Starting materials: OC1=C2CCCC(C2=CC=C1)=O (5-hydroxy-1-oxotetraline), [OH-].[K+] (potassium hydroxide), ClC1=CC=C(C=C1)N1CCN(CC1)CC(CCl)O (1-(4-chlorophenyl)-4-(3-chloro-2-hydroxypropyl)-piperazine). Run in C(C)(C)O (isopropanol), C(C)(C)O (isopropanol). The product is ClC1=CC=C(C=C1)N1CCN(CC1)CC(COC1=C2CCCC(C2=CC=C1)=O)O (5-{3-[4-(4-chlorophenyl)-1-piperazinyl]-2-hydroxypropoxy}-3,4-dihydro-2H-naphthalene-1-one). Isolated yield 79.0%. RXN SMILES: [OH:1][C:2]1[CH:11]=[CH:10][CH:9]=[C:8]2[C:3]=1[CH2:4][CH2:5][CH2:6][C:7]2=[O:12].[OH-].[K+].[Cl:15][C:16]1[CH:21]=[CH:20][C:19]([N:22]2[CH2:27][CH2:26][N:25]([CH2:28][CH:29]([OH:32])[CH2:30]Cl)[CH2:24][CH2:23]2)=[CH:18][CH:17]=1>C(O)(C)C>[Cl:15][C:16]1[CH:17]=[CH:18][C:19]([N:22]2[CH2:23][CH2:24][N:25]([CH2:28][CH:29]([OH:32])[CH2:30][O:1][C:2]3[CH:11]=[CH:10][CH:9]=[C:8]4[C:3]=3[CH2:4][CH2:5][CH2:6][C:7]4=[O:12])[CH2:26][CH2:27]2)=[CH:20][CH:21]=1 |f:1.2|. Procedure: A solution of 4.05 g (0.025 mol) 5-hydroxy-1-oxotetraline in 50 ml isopropanol was mixed with 25 ml 1N isopropanolic potassium hydroxide solution and heated under reflux for ten minutes. Thereafter, the crude 1-(4-chlorophenyl)-4-(3-chloro-2-hydroxypropyl)-piperazine prepared above was added thereto after the whole of the reaction mixture had been dissolved by the addition of 20 ml hot isopropanol and the reaction mixture then stirred under reflux for six hours. During this time, a weak current ... Starting materials: ClC=1C=CC2=C(C=CC3=C(S2(=O)=O)C=C(C=C3)C#N)C1 (8-chloro-3-cyanodibenzo[b,f]-thiepin-5,5-dioxide), C(C)(=O)O (acetic acid), S(O)(O)(=O)=O (sulfuric acid), pure acid. Yields the product ClC=1C=CC2=C(C=CC3=C(S2(=O)=O)C=C(C=C3)C(=O)O)C1 (8-Chlorodibenzo[b,f]thiepin-3-carboxylic Acid 5,5-dioxide). RXN SMILES: [Cl:1][C:2]1[CH:3]=[CH:4][C:5]2[S:11](=[O:13])(=[O:12])[C:10]3[CH:14]=C(C#N)[CH:16]=[CH:17][C:9]=3[CH:8]=[CH:7][C:6]=2[CH:20]=1.S(=O)(=O)(O)O.[C:26]([OH:29])(=[O:28])[CH3:27]>>[Cl:1][C:2]1[CH:3]=[CH:4][C:5]2[S:11](=[O:13])(=[O:12])[C:10]3[CH:14]=[C:27]([C:26]([OH:29])=[O:28])[CH:16]=[CH:17][C:9]=3[CH:8]=[CH:7][C:6]=2[CH:20]=1. Procedure: 320 Mg. 8-chloro-3-cyanodibenzo[b,f]-thiepin-5,5-dioxide is refluxed for 24 hours in a mixture of 10 cc. acetic acid and 10 cc. 50% aqueous sulfuric acid. The mixture is cooled down and the crystalline product filtered, washed with water and dried at 70° C., 0.5 mm./Hg., to yield 289 mg. (82%) of pure acid, m.p. 276°-278° C.